This data is from the Open Reaction Database (ORD), a public repository of structured organic reaction records. The task is: describe an organic reaction: reactants, conditions, products, and yield Starting materials: C(C1=CC=CC=C1)OC=1C(=NC(=NC1O)CC1(CCCC1)C1=CC(=C(C=C1)Cl)Cl)C(=O)N(C(C)C)CCO[Si](C)(C)C(C)(C)C (5-(Benzyloxy)-N-(2-((tert-butyldimethylsilyl)oxy)ethyl)-2-((1-(3,4-dichlorophenyl)cyclo-pentyl)methyl)-6-hydroxy-N-isopropylpyrimidine-4-carboxamide), OCCN(C(=O)C1=NC(=NC(=C1OCC1=CC=CC=C1)O)CC1(CCCC1)C1=CC=C(C=C1)C(F)(F)F)C(C)C (5-Benzyloxy-6-hydroxy-2-[1-(4-trifluoromethyl-phenyl)-cyclopentylmethyl]-pyrimidine-4-carboxylic acid (2-hydroxyethyl)-isopropylamide). Product: C(C1=CC=CC=C1)OC=1C(=NC(=NC1O)CC1(CCCC1)C1=CC(=C(C=C1)Cl)Cl)C(=O)N(C(C)C)CCO (5-(Benzyloxy)-2-((1-(3,4-dichlorophenyl)cyclopentyl)methyl)-6-hydroxy-N-(2-hydroxyethyl)-N-isopropylpyrimidine-4-carboxamide). RXN SMILES: [CH2:1]([O:8][C:9]1[C:10]([C:30]([N:32]([CH2:36][CH2:37][O:38][Si](C(C)(C)C)(C)C)[CH:33]([CH3:35])[CH3:34])=[O:31])=[N:11][C:12]([CH2:16][C:17]2([C:22]3[CH:27]=[CH:26][C:25]([Cl:28])=[C:24]([Cl:29])[CH:23]=3)[CH2:21][CH2:20][CH2:19][CH2:18]2)=[N:13][C:14]=1[OH:15])[C:2]1[CH:7]=[CH:6][CH:5]=[CH:4][CH:3]=1.OCCN(C(C)C)C(C1C(OCC2C=CC=CC=2)=C(O)N=C(CC2(C3C=CC(C(F)(F)F)=CC=3)CCCC2)N=1)=O>>[CH2:1]([O:8][C:9]1[C:10]([C:30]([N:32]([CH2:36][CH2:37][OH:38])[CH:33]([CH3:35])[CH3:34])=[O:31])=[N:11][C:12]([CH2:16][C:17]2([C:22]3[CH:27]=[CH:26][C:25]([Cl:28])=[C:24]([Cl:29])[CH:23]=3)[CH2:21][CH2:20][CH2:19][CH2:18]2)=[N:13][C:14]=1[OH:15])[C:2]1[CH:7]=[CH:6][CH:5]=[CH:4][CH:3]=1. Procedure details: 5-(Benzyloxy)-2-((1-(3,4-dichlorophenyl)cyclopentyl)methyl)-6-hydroxy-N-(2-hydroxyethyl)-N-isopropylpyrimidine-4-carboxamide (490) was synthesized from 5-(benzyloxy)-N-(2-((tert-butyldimethylsilyl)oxy)ethyl)-2-((1-(3,4-dichlorophenyl)cyclopentyl)methyl)-6-hydroxy-N-isopropylpyrimidine-4-carboxamide (489) following the procedure described for 5-benzyloxy-2-[1-(4-trifluoromethyl-phenyl)-cyclopentylmethyl]-6-hydroxypyrimidine-4-carboxylic acid (2-hydroxyethyl)-isopropylamide (246).